describe an organic reaction: reactants, conditions, products, and yield From a dataset of the Open Reaction Database (ORD), a public repository of structured organic reaction records. Starting materials: CCOC(=O)c1cnc2ccc(CCC#N)cn12, C1CCOC1, CO, [Li+], [OH-], O=C(O)CC(O)(CC(=O)O)C(=O)O. The product is N#CCCc1ccc2ncc(C(=O)O)n2c1. As a reaction SMILES: [C:1](#[N:2])[CH2:3][CH2:4][c:5]1[cH:6][cH:7][c:8]2[n:9]([cH:10]1)[c:11]([C:14](=[O:15])[O:16][CH2:17][CH3:18])[cH:12][n:13]2.[CH2:34]1[O:35][CH2:36][CH2:37][CH2:38]1.[CH3:39][OH:40].[Li+:20].[OH-:19].[OH:21][C:22]([CH2:23][C:24]([C:25](=[O:26])[OH:27])([CH2:28][C:29](=[O:30])[OH:31])[OH:32])=[O:33]>>[C:1](#[N:2])[CH2:3][CH2:4][c:5]1[cH:6][cH:7][c:8]2[n:9]([cH:10]1)[c:11]([C:14](=[O:15])[OH:16])[cH:12][n:13]2. The reactants are CN(C=O)C (Dimethylformamide), P(=O)(Cl)(Cl)Cl (Phosphorus oxychloride), C(=O)(O)CCC1=CNC=2CCCCC12 (3-(2-carboxyethyl)-4,5,6,7-tetrahydroindole). The solvent is O (water), ClCCl (dichloromethane), ClCCl (dichloromethane). Conditions: temperature -4 celsius. Yields the product C(=O)(O)CCC1=C(NC=2CCCCC12)C=O (3-(2-carboxyethyl)-2-formyl-4,5,6,7-tetrahydroindole). Isolated yield 31.0%. Reaction SMILES: CN(C)[CH:3]=[O:4].P(Cl)(Cl)(Cl)=O.[C:11]([CH2:14][CH2:15][C:16]1[C:24]2[CH2:23][CH2:22][CH2:21][CH2:20][C:19]=2[NH:18][CH:17]=1)([OH:13])=[O:12]>ClCCl.O>[C:11]([CH2:14][CH2:15][C:16]1[C:24]2[CH2:23][CH2:22][CH2:21][CH2:20][C:19]=2[NH:18][C:17]=1[CH:3]=[O:4])([OH:13])=[O:12]. Reported procedure: Dimethylformamide (11.7 g) and 240 mL of dichloromethane in a 1 L, 3-neck round bottom flask equipped with magnetic stirring, a reflux condenser, and a dropping funnel, was cooled to −4° C. in an ice-salt bath maintained at −10° C. Phosphorus oxychloride (24.5 g) was rapidly added via the dropping funnel. The temperature increased to −3° C., and then, with further stirring, decreased to −7° C. Crude 3-(2-carboxyethyl)-4,5,6,7-tetrahydroindole dissolved in 160 mL of dichloromethane was added via ... Starting materials: ClC=1C(=C(C(=C(C1F)Cl)F)C(F)(F)F)F (3,5-dichloro-2,4,6-trifluorobenzotrifluoride), ClS(=O)(=O)O (chlorosulphonic acid). Product: ClC=1C(=C(C(=O)F)C(=C(C1F)Cl)F)F (3,5-dichloro-2,4,6-trifluorobenzoyl fluoride). Yield: 82.1%. As a reaction SMILES: [Cl:1][C:2]1[C:3]([F:15])=[C:4]([C:11](F)(F)[F:12])[C:5]([F:10])=[C:6]([Cl:9])[C:7]=1[F:8].ClS(O)(=O)=[O:18]>>[Cl:1][C:2]1[C:3]([F:15])=[C:4]([C:5]([F:10])=[C:6]([Cl:9])[C:7]=1[F:8])[C:11]([F:12])=[O:18]. Procedure details: A mixture of 520 g of 3,5-dichloro-2,4,6-trifluorobenzotrifluoride and 400 g of chlorosulphonic acid is heated for 4 hours, whilst stirring, as described in Example 1. 392 g of 3,5-dichloro-2,4,6-trifluorobenzoyl fluoride (82% of the theoretical yield) of boiling point 90° to 95° C./15 mbars and nD20 :1.5007 are obtained by distillation. Starting materials: Cl[Si](C)(C)C=1CC2=CC=CC=C2C1 (Chloro-2-indenyldimethylsilane), C1C=CC2=CC=CC=C12.[Li] (lithium indene), O (water). Run in C(C)OCC (diethyl ether), C(C)OCC (diethyl ether). Conditions: temperature 0 celsius, time 2 hour. The product is C1(C=CC2=CC=CC=C12)C1C(=CC2=CC=CC=C12)[SiH](C)C (1-indenyl-2-indenyl-dimethylsilane). Yield: 50.9%. As a reaction SMILES: Cl[Si:2]([C:5]1[CH2:6][C:7]2[C:12]([CH:13]=1)=[CH:11][CH:10]=[CH:9][CH:8]=2)([CH3:4])[CH3:3].[CH2:14]1[C:22]2[C:17](=[CH:18][CH:19]=[CH:20][CH:21]=2)[CH:16]=[CH:15]1.[Li].O>C(OCC)C>[CH:14]1([CH:6]2[C:7]3[C:12](=[CH:11][CH:10]=[CH:9][CH:8]=3)[CH:13]=[C:5]2[SiH:2]([CH3:4])[CH3:3])[C:22]2[C:17](=[CH:18][CH:19]=[CH:20][CH:21]=2)[CH:16]=[CH:15]1 |f:1.2,^1:22|. Procedure details: Chloro-2-indenyldimethylsilane (4.95 g, 0.023 mol.) according to Example 1 was dissolved in 20 ml of diethyl ether. The solution was cooled to 0° C., and a solution of lithium indene (1.94 g, 0.022 mol.) in 25 ml of diethyl ether was added dropwise. The mixture was stirred for 2 hours at 25° C. and then heated to reflux. For working up, 60 ml of water were added and the organic phase was washed with water again and dried over Na2SO4. After removal of the solvents under an oil pump vacuum, the li...